This data is from the Open Reaction Database (ORD), a public repository of structured organic reaction records. The task is: describe an organic reaction: reactants, conditions, products, and yield Reactants: C1(=CC=CC=C1)NC(=O)N1CCNCC1 (piperazine-1-carboxylic acid phenylamide), IC=1C=C(C=O)C=CC1 (3-iodobenzaldehyde). Product: C1(=CC=CC=C1)NC(=O)N1CCN(CC1)CC1=CC(=CC=C1)I (4-(3-Iodo-benzyl)-piperazine-1-carboxylic acid phenylamide). RXN SMILES: [C:1]1([NH:7][C:8]([N:10]2[CH2:15][CH2:14][NH:13][CH2:12][CH2:11]2)=[O:9])[CH:6]=[CH:5][CH:4]=[CH:3][CH:2]=1.[I:16][C:17]1[CH:18]=[C:19]([CH:22]=[CH:23][CH:24]=1)[CH:20]=O>>[C:1]1([NH:7][C:8]([N:10]2[CH2:15][CH2:14][N:13]([CH2:20][C:19]3[CH:22]=[CH:23][CH:24]=[C:17]([I:16])[CH:18]=3)[CH2:12][CH2:11]2)=[O:9])[CH:6]=[CH:5][CH:4]=[CH:3][CH:2]=1. Reported procedure: The title compound was prepared from piperazine-1-carboxylic acid phenylamide and 3-iodobenzaldehyde. 1H NMR (400 MHz, CDCl3): 7.71 (s, 1H), 7.62-7.60 (m, 1H), 7.36-7.26 (m, 5H), 7.09-7.01 (m, 2H), 6.33 (s, 1H), 3.52-3.48 (m, 6H), 2.49-2.46 (m, 4H). Starting materials: C1(=CC=CC=C1)O (phenol), O.C(C)(=O)[O-].[Ce+3].C(C)(=O)[O-].C(C)(=O)[O-] (cerium (III) acetate monohydrate), C1(O)=CC=C(O)C=C1 (hydroquinone). The reagents and catalysts are [Br-].C1(=CC=CC=C1)[P+](C1=CC=CC=C1)(C1=CC=CC=C1)C1=CC=CC=C1 (tetraphenylphosphonium bromide), [Pd] (Pd), [Pd] (palladium/carbon). Yields the product C(OC1=CC=CC=C1)(OC1=CC=CC=C1)=O (diphenyl carbonate). Isolated yield 23.7%. As a reaction SMILES: [C:1]1([OH:7])[CH:6]=[CH:5][CH:4]=[CH:3][CH:2]=1.O.[C:9]([O-:12])(=[O:11])C.[Ce+3].C([O-])(=O)C.C([O-])(=O)C.[C:22]1([CH:29]=[CH:28][C:26](O)=[CH:25][CH:24]=1)O>[Br-].C1([P+](C2C=CC=CC=2)(C2C=CC=CC=2)C2C=CC=CC=2)C=CC=CC=1.[Pd]>[C:9](=[O:11])([O:12][C:22]1[CH:29]=[CH:28][CH:26]=[CH:25][CH:24]=1)[O:7][C:1]1[CH:6]=[CH:5][CH:4]=[CH:3][CH:2]=1 |f:1.2.3.4.5,7.8|. Reported procedure: The same operation as that in Example 1 was performed using 3.1 g (33 mmol) of phenol, 25.5 mg (0.012 mmol Pd) of 5%-palladium/carbon, 4.0 mg (0.012 mmol) of cerium (III) acetate monohydrate, 101 mg (0.24 mmol) of tetraphenylphosphonium bromide and 13 mg (0.12 mmol) of hydroquinone. After reaction for 3 hours, diphenyl carbonate was obtained with a yield of 23.7% (3.9 mmol). Phenyl salicylate and p-phenoxyphenol were produced as by-products with yields of 0.55% (0.090 mmol) and 0.15% (0.025 mmol... The reactants are C1(=CC=CC2=CC=CC=C12)CCN (1-naphthylethylamine), C(C1=CC=CC=C1)=O (benzaldehyde), crude mixture, [H][H] (hydrogen). The reagents and catalysts are [Pd] (Pd/C). Run in CO (methanol). Conditions: time 6 hour. Yields the product C(C1=CC=CC=C1)NCCC1=CC=CC2=CC=CC=C12 (N-benzyl-1-naphthylethylamine). As a reaction SMILES: [C:1]1([CH2:11][CH2:12][NH2:13])[C:10]2[C:5](=[CH:6][CH:7]=[CH:8][CH:9]=2)[CH:4]=[CH:3][CH:2]=1.[CH:14](=O)[C:15]1[CH:20]=[CH:19][CH:18]=[CH:17][CH:16]=1.[H][H]>[Pd].CO>[CH2:14]([NH:13][CH2:12][CH2:11][C:1]1[C:10]2[C:5](=[CH:6][CH:7]=[CH:8][CH:9]=2)[CH:4]=[CH:3][CH:2]=1)[C:15]1[CH:20]=[CH:19][CH:18]=[CH:17][CH:16]=1. Procedure: 100 ml of methanol and 350 mmol of 1-naphthylethylamine are initially taken and 350 mmol of benzaldehyde are added dropwise at 24° C. in the course of 15 minutes. Stirring is effected for 6 hours at 24° C., the completeness of the iminization is checked by GC, 0.5 g of Pd/C (10% by weight) is added and the crude mixture is hydrogenated with hydrogen for 5 hours at atmospheric pressure. A sample is taken and the composition is investigated by GC analysis. The reactants are O=C1CCC(=O)N1Br, O=C(OOC(=O)c1ccccc1)c1ccccc1, ClC(Cl)(Cl)Cl, CC=CP(=O)(OC(C)(C)C)OC(C)(C)C. Yields the product CC(C)(C)OP(=O)(C=CCBr)OC(C)(C)C. RXN SMILES: [Br:16][N:17]1[C:18](=[O:19])[CH2:20][CH2:21][C:22]1=[O:23].[C:24]([O:25][O:26][C:27](=[O:28])[c:29]1[cH:30][cH:31][cH:32][cH:33][cH:34]1)(=[O:35])[c:36]1[cH:37][cH:38][cH:39][cH:40][cH:41]1.[C:42]([Cl:43])([Cl:44])([Cl:45])[Cl:46].[CH:1](=[CH:2][CH3:3])[P:4]([O:5][C:6]([CH3:7])([CH3:8])[CH3:9])([O:10][C:11]([CH3:12])([CH3:13])[CH3:14])=[O:15]>>[CH:1](=[CH:2][CH2:3][Br:16])[P:4]([O:5][C:6]([CH3:7])([CH3:8])[CH3:9])([O:10][C:11]([CH3:12])([CH3:13])[CH3:14])=[O:15]. Reactants: CCN=C=NCCCN(C)C, CN1CCOCC1, ClCCl, Cl, CC(NC(=O)Cc1cc(F)cc(F)c1)C(=O)O, CN1C(=O)C(N)CC=CC1c1ccccc1. Yields the product CC(NC(=O)Cc1cc(F)cc(F)c1)C(=O)NC1CC=CC(c2ccccc2)N(C)C1=O. RXN SMILES: [CH3:34][CH2:35][N:36]=[C:37]=[N:38][CH2:39][CH2:40][CH2:41][N:42]([CH3:43])[CH3:44].[CH3:46][N:47]1[CH2:48][CH2:49][O:50][CH2:51][CH2:52]1.[Cl:53][CH2:54][Cl:55].[ClH:45].[F:17][c:18]1[cH:19][c:20]([CH2:25][C:26](=[O:27])[NH:28][CH:29]([CH3:30])[C:31](=[O:32])[OH:33])[cH:21][c:22]([F:24])[cH:23]1.[NH2:1][CH:2]1[C:3](=[O:16])[N:4]([CH3:15])[CH:5]([c:9]2[cH:10][cH:11][cH:12][cH:13][cH:14]2)[CH:6]=[CH:7][CH2:8]1>>[NH:1]([CH:2]1[C:3](=[O:16])[N:4]([CH3:15])[CH:5]([c:9]2[cH:10][cH:11][cH:12][cH:13][cH:14]2)[CH:6]=[CH:7][CH2:8]1)[C:31]([CH:29]([NH:28][C:26]([CH2:25][c:20]1[cH:19][c:18]([F:17])[cH:23][c:22]([F:24])[cH:21]1)=[O:27])[CH3:30])=[O:32]. Starting materials: C(C1=CC=CC=C1)OC(CBr)CBr (2-benzyloxy-1,3-dibromo-propane), C(C)(C)N (iso-propylamine). Run in O (water). Reaction conditions: temperature 80 celsius. Product: 18, C(C1=CC=CC=C1)OC1CN(C1)C(C)C (3-benzyloxy-1-(iso-propyl)azetidine). Reaction SMILES: [CH2:1]([O:8][CH:9]([CH2:12]Br)[CH2:10]Br)[C:2]1[CH:7]=[CH:6][CH:5]=[CH:4][CH:3]=1.[CH:14]([NH2:17])([CH3:16])[CH3:15]>O>[CH2:1]([O:8][CH:9]1[CH2:12][N:17]([CH:14]([CH3:16])[CH3:15])[CH2:10]1)[C:2]1[CH:7]=[CH:6][CH:5]=[CH:4][CH:3]=1. Procedure: 11 parts of 2-benzyloxy-1,3-dibromo-propane, 30 parts of iso-propylamine and 30 parts of water were added to a stainless autoclave, and the mixture was heated at 80° C. for 2 hours with agitation. The reaction mixture was cooled and treted in the same manner as in Example 29, followed by distillation under reduced pressure. As a result 18 parts of 3-benzyloxy-1-(iso-propyl)azetidine boiling at 104° - 107° C. under 2 mm Hg were obtained The reactants are BrCC(=O)OCC (Ethyl bromoacetate), OC=1C=CC2=C(CC3CCC(C2)C3=O)C1 (2-Hydroxy-5,6,7,8,9,10-hexahydro-6,9-methanobenzo[a][8]annulen-11-one), C([O-])([O-])=O.[K+].[K+] (potassium carbonate). The solvent is CN(C)C=O (DMF), O (water). Conditions: temperature 90 celsius. Product: C(C)OC(COC=1C=C2CC3CCC(CC2=CC1)C3=O)=O ((13-oxo-tricyclo[8.2.1.03,8]trideca-3,5,7-trien-5-yloxy)-acetic acid ethyl ester). The yield is 80.0%. RXN SMILES: Br[CH2:2][C:3]([O:5][CH2:6][CH3:7])=[O:4].[OH:8][C:9]1[CH:10]=[CH:11][C:12]2[CH2:19][CH:18]3[C:20](=[O:21])[CH:15]([CH2:16][CH2:17]3)[CH2:14][C:13]=2[CH:22]=1.C(=O)([O-])[O-].[K+].[K+]>CN(C=O)C.O>[CH2:6]([O:5][C:3](=[O:4])[CH2:2][O:8][C:9]1[CH:22]=[C:13]2[C:12](=[CH:11][CH:10]=1)[CH2:19][CH:18]1[C:20](=[O:21])[CH:15]([CH2:16][CH2:17]1)[CH2:14]2)[CH3:7] |f:2.3.4|. Procedure: Ethyl bromoacetate (8.01 g) was added to a stirred solution of [6S/R,9R/S]2-Hydroxy-5,6,7,8,9,10-hexahydro-6,9-methanobenzo[a][8]annulen-11-one (9.7 g; J. Org. Chem 1982, 47, 4329) and potassium carbonate (6.6 g) in dry DMF (150 mL). The reaction was warmed to 90° C. for 18 hours, cooled to room temperature, diluted with water (200 mL), and extracted into ether (4×100 mL). The organic extracts were washed with water (100 mL), brine (100 mL), dried over MgSO4, filtered and the solvent removed und... Reactants: ClC1=CC=C(C=C1)C(CCCO)=C (4-(4-chlorophenyl)pent-4-en-1-ol), C(=O)C(CC(=C)C1=C(C=C(C=C1)Cl)Cl)CCC (4-formyl-2-(2,4-dichlorophenyl)hept-1-ene), [H-].[Al+3].[Li+].[H-].[H-].[H-] (lithium aluminium hydride). Solvent: C(C)OCC (diethyl ether). Yields the product OCC(CC(=C)C1=C(C=C(C=C1)Cl)Cl)CCC (4-(hydroxymethyl)-2-(2,4-dichlorophenyl)hept-1-ene). The yield is 90.5%. RXN SMILES: ClC1C=CC(C(=C)CCCO)=CC=1.[CH:14]([CH:16]([CH2:28][CH2:29][CH3:30])[CH2:17][C:18]([C:20]1[CH:25]=[CH:24][C:23]([Cl:26])=[CH:22][C:21]=1[Cl:27])=[CH2:19])=[O:15].[H-].[Al+3].[Li+].[H-].[H-].[H-]>C(OCC)C>[OH:15][CH2:14][CH:16]([CH2:28][CH2:29][CH3:30])[CH2:17][C:18]([C:20]1[CH:25]=[CH:24][C:23]([Cl:26])=[CH:22][C:21]=1[Cl:27])=[CH2:19] |f:2.3.4.5.6.7|. Procedure details: By the procedure described for the preparation of 4-(4-chlorophenyl)pent-4-en-1-ol (see Example 1), 4-formyl-2-(2,4-dichlorophenyl)hept-1-ene (1.7 g) and lithium aluminium hydride (0.5 g) in dry diethyl ether (30 ml) gave 4-(hydroxymethyl)-2-(2,4-dichlorophenyl)hept-1-ene (1.55 g, 91%) as a colourless oil, 1H nmr (CDCl3): δ3.52 (2H, d J 6 Hz, CH2OH).